From a dataset of the Open Reaction Database (ORD), a public repository of structured organic reaction records. describe an organic reaction: reactants, conditions, products, and yield Reactants: CCOC(=O)Cl, Cc1ccc(OCC2CC2)c(-c2ncnc3c(C(=O)NC4CCNCC4)c[nH]c23)c1. Product: CCOC(=O)N1CCC(NC(=O)c2c[nH]c3c(-c4cc(C)ccc4OCC4CC4)ncnc23)CC1. As a reaction SMILES: [Cl:31][C:32](=[O:33])[O:34][CH2:35][CH3:36].[NH:1]1[CH2:2][CH2:3][CH:4]([NH:7][C:8](=[O:9])[c:10]2[cH:11][nH:12][c:13]3[c:14]2[n:15][cH:16][n:17][c:18]3-[c:19]2[c:20]([O:26][CH2:27][CH:28]3[CH2:29][CH2:30]3)[cH:21][cH:22][c:23]([CH3:25])[cH:24]2)[CH2:5][CH2:6]1>>[N:1]1([C:32](=[O:33])[O:34][CH2:35][CH3:36])[CH2:2][CH2:3][CH:4]([NH:7][C:8](=[O:9])[c:10]2[cH:11][nH:12][c:13]3[c:14]2[n:15][cH:16][n:17][c:18]3-[c:19]2[c:20]([O:26][CH2:27][CH:28]3[CH2:29][CH2:30]3)[cH:21][cH:22][c:23]([CH3:25])[cH:24]2)[CH2:5][CH2:6]1. Starting materials: C(C)(C)(C)SC1=C(C=C(C=C1)C1=CC(=NC=C1)C)C(F)(F)F (4-(4-tert-Butylsulfanyl-3-trifluoromethyl-phenyl)-2-methyl-pyridine), Cl (HCl). Conditions: temperature 100 celsius. Yields the product Cl.CC1=NC=CC(=C1)C1=CC(=C(C=C1)S)C(F)(F)F (4-(2-Methyl-pyridin-4-yl)-2-trifluoromethyl-benzenethiol hydrochloride). The yield is 93.9%. RXN SMILES: C([S:5][C:6]1[CH:11]=[CH:10][C:9]([C:12]2[CH:17]=[CH:16][N:15]=[C:14]([CH3:18])[CH:13]=2)=[CH:8][C:7]=1[C:19]([F:22])([F:21])[F:20])(C)(C)C.[ClH:23]>>[ClH:23].[CH3:18][C:14]1[CH:13]=[C:12]([C:9]2[CH:10]=[CH:11][C:6]([SH:5])=[C:7]([C:19]([F:22])([F:20])[F:21])[CH:8]=2)[CH:17]=[CH:16][N:15]=1 |f:2.3|. Procedure details: 4-(4-tert-Butylsulfanyl-3-trifluoromethyl-phenyl)-2-methyl-pyridine (65.1 g, ˜200 mmol) was dissolved in 5 M HCl (800 mL) and the yellowish solution was warmed up and stirred at 100° C. under reflux for 22 h. After cooling (˜1 h) and stirring at room temperature for 0.5 h, the beige suspension was filtered and the filter cake was washed with deionized water (400 mL) and acetone (200 mL) and then dried (50° C./≧10 mbar/24 h) to give 57.4 g (93.9%) of the title compound as an off-white, crystallin... Starting materials: Cc1nc2cc(C)c(C)cc2[nH]1, O=Cc1ccccc1. Product: Cc1cc2nc(C=Cc3ccccc3)[nH]c2cc1C. Reaction SMILES: [CH3:1][c:2]1[n:3][c:4]2[c:5]([nH:6]1)[cH:7][c:8]([CH3:12])[c:9]([CH3:11])[cH:10]2.[CH:13](=[O:14])[c:15]1[cH:16][cH:17][cH:18][cH:19][cH:20]1>>[CH:1]([c:2]1[n:3][c:4]2[c:5]([nH:6]1)[cH:7][c:8]([CH3:12])[c:9]([CH3:11])[cH:10]2)=[CH:13][c:15]1[cH:16][cH:17][cH:18][cH:19][cH:20]1.